This data is from the Open Reaction Database (ORD), a public repository of structured organic reaction records. The task is: describe an organic reaction: reactants, conditions, products, and yield Reactants: COC1=NS(N=C1OC)(=O)=O (3,4-dimethoxy-1,2,5-thiadiazole 1,1-dioxide), CN (methylamine), COC1=NS(N=C1NC)(=O)=O (3-methoxy-4-methylamino-1,2,5-thiadiazole 1,1-dioxide), CN(C)CC=1SC=C(N1)CSCCN (2-[(2-dimethylaminomethyl-4-thiazolyl)methylthio]ethylamine). Yields the product CN(C)CC=1SC=C(N1)CSCCNC1=NS(N=C1NC)(=O)=O (3-{2-[(2-Dimethylaminomethyl-4-thiazolyl)methylthio]ethylamino}-4-methylamino-1,2,5-thiadiazole 1,1-dioxide). As a reaction SMILES: COC1C(OC)=NS(=O)(=O)N=1.CN.CO[C:16]1[C:20]([NH:21][CH3:22])=[N:19][S:18](=[O:24])(=[O:23])[N:17]=1.[CH3:25][N:26]([CH2:28][C:29]1[S:30][CH:31]=[C:32]([CH2:34][S:35][CH2:36][CH2:37][NH2:38])[N:33]=1)[CH3:27]>>[CH3:27][N:26]([CH2:28][C:29]1[S:30][CH:31]=[C:32]([CH2:34][S:35][CH2:36][CH2:37][NH:38][C:16]2[C:20]([NH:21][CH3:22])=[N:19][S:18](=[O:24])(=[O:23])[N:17]=2)[N:33]=1)[CH3:25]. Reported procedure: Reaction of a methanolic suspension of 3,4-dimethoxy-1,2,5-thiadiazole 1,1-dioxide with one equivalent of methylamine and treatment of the resultant 3-methoxy-4-methylamino-1,2,5-thiadiazole 1,1-dioxide with one equivalent of 2-[(2-dimethylaminomethyl-4-thiazolyl)methylthio]ethylamine [prepared in Example 33, Step E], produces the title compound which is identical to the product prepared in Example 33.